Dataset: the Open Reaction Database (ORD), a public repository of structured organic reaction records. Task: describe an organic reaction: reactants, conditions, products, and yield Starting materials: O=C([O-])O, CNC(=O)c1ccc(C(=O)OC)cc1[N+](=O)[O-], CCO, [Na+], O, Cl[Sn]Cl. Yields the product CNC(=O)c1ccc(C(=O)OC)cc1N. RXN SMILES: [C:25](=[O:26])([OH:27])[O-:28].[CH3:1][NH:2][C:3](=[O:4])[c:5]1[c:6]([N+:15]([O-:16])=[O:17])[cH:7][c:8]([C:9](=[O:10])[O:11][CH3:12])[cH:13][cH:14]1.[CH3:21][CH2:22][OH:23].[Na+:29].[OH2:24].[Sn:18]([Cl:19])[Cl:20]>>[CH3:1][NH:2][C:3](=[O:4])[c:5]1[c:6]([NH2:15])[cH:7][c:8]([C:9](=[O:10])[O:11][CH3:12])[cH:13][cH:14]1. The product is COc1cc(COc2cc(NC(=O)c3cnc(N4CCN(C)C(C)C4)nc3)[nH]n2)cc(OC)c1. Starting materials: C[Al](C)C, COC(=O)c1cnc(N2CCN(C)C(C)C2)nc1, Cc1ccccc1, CO, COc1cc(COc2cc(N)[nH]n2)cc(OC)c1, Cl. As a reaction SMILES: [CH3:1][Al:2]([CH3:3])[CH3:4].[CH3:24][CH:25]1[CH2:26][N:27]([c:32]2[n:33][cH:34][c:35]([C:38](=[O:39])[O:40][CH3:41])[cH:36][n:37]2)[CH2:28][CH2:29][N:30]1[CH3:31].[CH3:42][c:43]1[cH:44][cH:45][cH:46][cH:47][cH:48]1.[CH3:49][OH:50].[CH3:5][O:6][c:7]1[cH:8][c:9]([CH2:15][O:16][c:17]2[cH:18][c:19]([NH2:22])[nH:20][n:21]2)[cH:10][c:11]([O:13][CH3:14])[cH:12]1.[ClH:23]>>[CH3:5][O:6][c:7]1[cH:8][c:9]([CH2:15][O:16][c:17]2[cH:18][c:19]([NH:22][C:38]([c:35]3[cH:34][n:33][c:32]([N:27]4[CH2:26][CH:25]([CH3:24])[N:30]([CH3:31])[CH2:29][CH2:28]4)[n:37][cH:36]3)=[O:39])[nH:20][n:21]2)[cH:10][c:11]([O:13][CH3:14])[cH:12]1. Starting materials: BrCCOC (1-bromo-2-methoxyethane), CN1C=C(C2=CC(=C(C=C12)O)OC)C1=CC=2C(=NC=CC2)N1S(=O)(=O)C1=CC=C(C=C1)C (2-[1-methyl-5-methoxy-6-hydroxyl-1H-indol-3-yl]-1-(toluene-4-sulfonyl)-1H-pyrrolo[2,3-b]pyridine). Product: COC=1C=C2C(=CN(C2=CC1OCCOC)C)C1=CC=2C(=NC=CC2)N1S(=O)(=O)C1=CC=C(C=C1)C (2-[5-Methoxy-6-(2-methoxyethoxy)-1-methyl-1H-indol-3-yl]-1-(toluene-4-sulfonyl)-1H-pyrrolo[2,3-b]pyridine), COC=1C=C2C(=CN(C2=CC1OCCOC)C)C1=CC=2C(=NC=CC2)N1 (2-[5-methoxy-6-(2-methoxyethoxy)-1-methyl-1H-indol-3-yl]-1H-pyrrolo[2,3-b]pyridine). Isolated yield 137.6%. As a reaction SMILES: Br[CH2:2][CH2:3][O:4][CH3:5].[CH3:6][N:7]1[C:15]2[C:10](=[CH:11][C:12]([O:17][CH3:18])=[C:13]([OH:16])[CH:14]=2)[C:9]([C:19]2[N:27]([S:28]([C:31]3[CH:36]=[CH:35][C:34]([CH3:37])=[CH:33][CH:32]=3)(=[O:30])=[O:29])[C:22]3=[N:23][CH:24]=[CH:25][CH:26]=[C:21]3[CH:20]=2)=[CH:8]1>>[CH3:18][O:17][C:12]1[CH:11]=[C:10]2[C:15](=[CH:14][C:13]=1[O:16][CH2:2][CH2:3][O:4][CH3:5])[N:7]([CH3:6])[CH:8]=[C:9]2[C:19]1[N:27]([S:28]([C:31]2[CH:32]=[CH:33][C:34]([CH3:37])=[CH:35][CH:36]=2)(=[O:30])=[O:29])[C:22]2=[N:23][CH:24]=[CH:25][CH:26]=[C:21]2[CH:20]=1.[CH3:18][O:17][C:12]1[CH:11]=[C:10]2[C:15](=[CH:14][C:13]=1[O:16][CH2:2][CH2:3][O:4][CH3:5])[N:7]([CH3:6])[CH:8]=[C:9]2[C:19]1[NH:27][C:22]2=[N:23][CH:24]=[CH:25][CH:26]=[C:21]2[CH:20]=1. Reported procedure: 2-[5-Methoxy-6-(2-methoxyethoxy)-1-methyl-1H-indol-3-yl]-1-(toluene-4-sulfonyl)-1H-pyrrolo[2,3-b]pyridine is prepared by following the procedure described in example 147d, but using 0.195 g of 1-bromo-2-methoxyethane instead of 1-chloro-2-bromoethane used in example 147d, and 0.224 g of 2-[1-methyl-5-methoxy-6-hydroxyl-1H-indol-3-yl]-1-(toluene-4-sulfonyl)-1H-pyrrolo[2,3-b]pyridine. After purification by flash-pack chromatography (silica, 80/20 by volume ethyl acetate/cyclohexane as eluents, arg... Reactants: Cn1c(C(F)(F)F)cc(=O)n(-c2cc(O)c(Cl)cc2F)c1=O, C1CCOC1, COC(=O)C(C)Oc1cccc(C(C)O)c1, c1ccc(P(c2ccccc2)c2ccccc2)cc1. Yields the product COC(=O)C(C)Oc1cccc(C(C)Oc2cc(-n3c(=O)cc(C(F)(F)F)n(C)c3=O)c(F)cc2Cl)c1. Reaction SMILES: [Cl:1][c:2]1[c:3]([OH:22])[cH:4][c:5](-[n:9]2[c:10](=[O:21])[n:11]([CH3:20])[c:12]([C:16]([F:17])([F:18])[F:19])[cH:13][c:14]2=[O:15])[c:6]([F:8])[cH:7]1.[O:58]1[CH2:59][CH2:60][CH2:61][CH2:62]1.[OH:23][CH:24]([CH3:25])[c:26]1[cH:27][c:28]([O:29][CH:30]([C:31](=[O:32])[O:33][CH3:34])[CH3:35])[cH:36][cH:37][cH:38]1.[c:39]1([P:40]([c:41]2[cH:42][cH:43][cH:44][cH:45][cH:46]2)[c:47]2[cH:48][cH:49][cH:50][cH:51][cH:52]2)[cH:53][cH:54][cH:55][cH:56][cH:57]1>>[Cl:1][c:2]1[c:3]([O:22][CH:24]([CH3:25])[c:26]2[cH:27][c:28]([O:29][CH:30]([C:31](=[O:32])[O:33][CH3:34])[CH3:35])[cH:36][cH:37][cH:38]2)[cH:4][c:5](-[n:9]2[c:10](=[O:21])[n:11]([CH3:20])[c:12]([C:16]([F:17])([F:18])[F:19])[cH:13][c:14]2=[O:15])[c:6]([F:8])[cH:7]1. Starting materials: C(#N)CCC1CN(CCO1)C(=O)OCC1=CC=CC=C1 (2-(2-cyanoethyl)-4-benzyloxycarbonylmorpholine). The reagents and catalysts are [Pd] (palladium on carbon). The solvent is C(C)O (ethanol). The product is C(#N)CCC1CNCCO1 (2-(2-cyanoethyl)morpholine). Yield: 98.8%. RXN SMILES: [C:1]([CH2:3][CH2:4][CH:5]1[O:10][CH2:9][CH2:8][N:7](C(OCC2C=CC=CC=2)=O)[CH2:6]1)#[N:2]>C(O)C.[Pd]>[C:1]([CH2:3][CH2:4][CH:5]1[O:10][CH2:9][CH2:8][NH:7][CH2:6]1)#[N:2]. Procedure details: A solution of 2-(2-cyanoethyl)-4-benzyloxycarbonylmorpholine (10.7 g) in ethanol (60 ml) is hydrogenated over 5% palladium on carbon (1 g) at 25° C. After the calculated amount of hydrogen is absorbed, the catalyst is filtered off. The filtrate is evaporated under reduced pressure to give the title compound (5.4 g) as an oil. Reactants: CC1=NN(C=2C=CC=C(C12)N)CC1=NC(=CC=C1)C (3-methyl-1-((6-methylpyridin-2-yl)methyl)-1H-indazol-4-amine), C[Si](C)(C)[N-][Si](C)(C)C.[Li+] (lithium bis(trimethylsilyl)amide), crude product, ice water, BrC1=CC=2N(C=C1)C(=CN2)C(=O)OC (methyl 7-bromoimidazo[1,2-a]pyridine-3-carboxylate), CO.C(Cl)Cl (MeOH DCM). Run in C1CCOC1 (THF), C1CCOC1 (THF). Conditions: time 10 minute. The product is BrC1=CC=2N(C=C1)C(=CN2)C(=O)NC2=C1C(=NN(C1=CC=C2)CC2=NC(=CC=C2)C)C (7-bromo-N-(3-methyl-1-((6-methylpyridin-2-yl)methyl)-1H-indazol-4-yl)imidazo[1,2-a]pyridine-3-carboxamide). Yield: 68.6%. Reaction SMILES: [CH3:1][C:2]1[C:10]2[C:9]([NH2:11])=[CH:8][CH:7]=[CH:6][C:5]=2[N:4]([CH2:12][C:13]2[CH:18]=[CH:17][CH:16]=[C:15]([CH3:19])[N:14]=2)[N:3]=1.C[Si]([N-][Si](C)(C)C)(C)C.[Li+].[Br:30][C:31]1[CH:36]=[CH:35][N:34]2[C:37]([C:40](OC)=[O:41])=[CH:38][N:39]=[C:33]2[CH:32]=1.CO.C(Cl)Cl>C1COCC1>[Br:30][C:31]1[CH:36]=[CH:35][N:34]2[C:37]([C:40]([NH:11][C:9]3[CH:8]=[CH:7][CH:6]=[C:5]4[C:10]=3[C:2]([CH3:1])=[N:3][N:4]4[CH2:12][C:13]3[CH:18]=[CH:17][CH:16]=[C:15]([CH3:19])[N:14]=3)=[O:41])=[CH:38][N:39]=[C:33]2[CH:32]=1 |f:1.2,4.5|. Procedure details: To a solution of 3-methyl-1-((6-methylpyridin-2-yl)methyl)-1H-indazol-4-amine (197.8 mg, 0.784 mmol) in anhydrous THF (3 ml) was added lithium bis(trimethylsilyl)amide (1.0 M in THF, 1.6 mL) under a nitrogen atmosphere at ambient temperature. The resulting mixture was stirred at ambient temperature for 10 minutes, then added dropwise to a chilled (ice-water bath) solution of methyl 7-bromoimidazo[1,2-a]pyridine-3-carboxylate (200 mg, 0.784 mmol) in anhydrous THF (3 mL). The cold bath was removed... The reactants are CCO, N#Cc1ccc(-c2ccc(Cl)cc2)o1, Cl, [K+], NO, [OH-]. Yields the product NC(=NO)c1ccc(-c2ccc(Cl)cc2)o1. RXN SMILES: [CH3:20][CH2:21][OH:22].[Cl:1][c:2]1[cH:3][cH:4][c:5](-[c:8]2[cH:9][cH:10][c:11]([C:13]#[N:14])[o:12]2)[cH:6][cH:7]1.[ClH:15].[K+:19].[NH2:16][OH:17].[OH-:18]>>[Cl:1][c:2]1[cH:3][cH:4][c:5](-[c:8]2[cH:9][cH:10][c:11]([C:13]([NH2:14])=[N:16][OH:17])[o:12]2)[cH:6][cH:7]1. Reactants: COc1ccc(C(C#N)N2CCNCC2)c(OC)c1OC, CCOCC, CCOC(=O)Cl, c1ccncc1. Yields the product CCOC(=O)N1CCN(C(C#N)c2ccc(OC)c(OC)c2OC)CC1. Reaction SMILES: [C:1](#[N:2])[CH:3]([c:4]1[c:5]([O:14][CH3:15])[c:6]([O:12][CH3:13])[c:7]([O:10][CH3:11])[cH:8][cH:9]1)[N:16]1[CH2:17][CH2:18][NH:19][CH2:20][CH2:21]1.[CH3:34][CH2:35][O:36][CH2:37][CH3:38].[Cl:28][C:29](=[O:30])[O:31][CH2:32][CH3:33].[cH:22]1[cH:23][cH:24][n:25][cH:26][cH:27]1>>[C:1](#[N:2])[CH:3]([c:4]1[c:5]([O:14][CH3:15])[c:6]([O:12][CH3:13])[c:7]([O:10][CH3:11])[cH:8][cH:9]1)[N:16]1[CH2:17][CH2:18][N:19]([C:29](=[O:30])[O:31][CH2:32][CH3:33])[CH2:20][CH2:21]1. The reactants are reagent, ClC1=CC=C(C(=O)C2=C(C=C(N2C)CC2=NC=C(C=C2)N)C)C=C1 (N-{2-[5-(4-chlorobenzoyl)-1,4-di-methyl-1H-pyrrol-2-ylmethyl]-pyridin-5-yl}amine), anhydride, C(C)(=O)O (acetic acid), C(=O)O (formic acid), C(C)(=O)OC(C)=O (acetic anhydride). Run in C1CCOC1 (THF). Conditions: temperature 55 celsius. Yields the product ClC1=CC=C(C(=O)C2=C(C=C(N2C)CC2=NC=C(C=C2)NC=O)C)C=C1 (N-{2-[5-(4-chloro-benzoyl)-1,4-dimethyl-1H-pyrrol-2-ylmethyl]pyridin-5-yl}formamide). Yield: 54.0%. RXN SMILES: C(O)(=O)C.[CH:5]([OH:7])=O.C(OC(=O)C)(=O)C.[Cl:15][C:16]1[CH:38]=[CH:37][C:19]([C:20]([C:22]2[N:26]([CH3:27])[C:25]([CH2:28][C:29]3[CH:34]=[CH:33][C:32]([NH2:35])=[CH:31][N:30]=3)=[CH:24][C:23]=2[CH3:36])=[O:21])=[CH:18][CH:17]=1>C1COCC1>[Cl:15][C:16]1[CH:17]=[CH:18][C:19]([C:20]([C:22]2[N:26]([CH3:27])[C:25]([CH2:28][C:29]3[CH:34]=[CH:33][C:32]([NH:35][CH:5]=[O:7])=[CH:31][N:30]=3)=[CH:24][C:23]=2[CH3:36])=[O:21])=[CH:37][CH:38]=1. Reported procedure: The mixed anhydride of formic and acetic acid was prepared by adding formic acid (1 ml, 98%) dropwise to acetic anhydride (2 ml) and heating the mixture at 55° C. for 2.5 h. This reagent (2.2 ml) was then added to a solution of N-{2-[5-(4-chlorobenzoyl)-1,4-di-methyl-1H-pyrrol-2-ylmethyl]-pyridin-5-yl}amine (0.3 g, 0.88 mmol) in THF (7 ml), and the reaction mixture was heated overnight at 60° C. The solvents were removed in vacuo and the residue was crystallized from chloroform-hexane to give N-... Yields the product O=C(Nc1cc2ccccc2cn1)c1ccccc1NCc1ccc(Br)nc1. Starting materials: O=Cc1ccc(Br)nc1, [BH3-]C#N, CO, CC(=O)O, Nc1ccccc1C(=O)Nc1cc2ccccc2cn1, [Na+]. As a reaction SMILES: [Br:23][c:24]1[n:25][cH:26][c:27]([CH:30]=[O:31])[cH:28][cH:29]1.[C:32]([BH3-:33])#[N:34].[CH3:21][OH:22].[CH3:36][C:37](=[O:38])[OH:39].[NH2:1][c:2]1[c:3]([C:4](=[O:5])[NH:6][c:7]2[n:8][cH:9][c:10]3[cH:11][cH:12][cH:13][cH:14][c:15]3[cH:16]2)[cH:17][cH:18][cH:19][cH:20]1.[Na+:35]>>[NH:1]([c:2]1[c:3]([C:4](=[O:5])[NH:6][c:7]2[n:8][cH:9][c:10]3[cH:11][cH:12][cH:13][cH:14][c:15]3[cH:16]2)[cH:17][cH:18][cH:19][cH:20]1)[CH2:30][c:27]1[cH:26][n:25][c:24]([Br:23])[cH:29][cH:28]1.